From a dataset of the Open Reaction Database (ORD), a public repository of structured organic reaction records. describe an organic reaction: reactants, conditions, products, and yield Reaction SMILES: [CH3:12][OH:13].[Cl:1][c:2]1[n:3][cH:4][n:5][c:6]([Cl:8])[cH:7]1.[NH2:10][NH2:11].[OH2:9]>>[Cl:1][c:2]1[n:3][cH:4][n:5][c:6]([NH:10][NH2:11])[cH:7]1. Yields the product NNc1cc(Cl)ncn1. Starting materials: CO, Clc1cc(Cl)ncn1, NN, O.